This data is from the Open Reaction Database (ORD), a public repository of structured organic reaction records. The task is: describe an organic reaction: reactants, conditions, products, and yield Starting materials: O=C([O-])[O-], CC(C)(C)OC(=O)Nc1cc(Cl)c(O)c(Cl)c1, CCI, CC(C)=O, [K+], [K+]. Product: CCOc1c(Cl)cc(NC(=O)OC(C)(C)C)cc1Cl. As a reaction SMILES: [C:18](=[O:19])([O-:20])[O-:21].[C:1]([CH3:2])([CH3:3])([CH3:4])[O:5][C:6]([NH:7][c:8]1[cH:9][c:10]([Cl:16])[c:11]([OH:15])[c:12]([Cl:14])[cH:13]1)=[O:17].[CH2:24]([CH3:25])[I:26].[CH3:27][C:28](=[O:29])[CH3:30].[K+:22].[K+:23]>>[C:1]([CH3:2])([CH3:3])([CH3:4])[O:5][C:6]([NH:7][c:8]1[cH:9][c:10]([Cl:16])[c:11]([O:15][CH2:24][CH3:25])[c:12]([Cl:14])[cH:13]1)=[O:17].